This data is from the Open Reaction Database (ORD), a public repository of structured organic reaction records. The task is: describe an organic reaction: reactants, conditions, products, and yield Starting materials: O.O.O.O.O.O.O.O.O.O.S(=O)(=O)([O-])[O-].[Na+].[Na+] (sodium sulfate decahydrate), C(C1=CC=CC=C1)OC1=CC=2NC3=C(C=CC=C3C2CC=C1)NC(=O)OC(C)(C)C (7-benzyloxy-4-(t-butyloxycarbonyl)amino-10H-cyclohepta[7,6-b]indole), [H-].[Al+3].[Li+].[H-].[H-].[H-] (lithium aluminum hydride). Solvent: O1CCCC1 (tetrahydrofuran), O1CCCC1 (tetrahydrofuran). Run at time 30 minute. Yields the product C(C1=CC=CC=C1)OC1=CC=2NC3=C(C=CC=C3C2CC=C1)NC (7-benzyloxy-4-(methyl)amino-10H -cyclohepta[7,6-b]indole). The yield is 91.0%. RXN SMILES: [CH2:1]([O:8][C:9]1[CH:22]=[CH:21][CH2:20][C:19]2[C:18]3[C:13](=[C:14]([NH:23][C:24](OC(C)(C)C)=O)[CH:15]=[CH:16][CH:17]=3)[NH:12][C:11]=2[CH:10]=1)[C:2]1[CH:7]=[CH:6][CH:5]=[CH:4][CH:3]=1.[H-].[Al+3].[Li+].[H-].[H-].[H-].O.O.O.O.O.O.O.O.O.O.S([O-])([O-])(=O)=O.[Na+].[Na+]>O1CCCC1>[CH2:1]([O:8][C:9]1[CH:22]=[CH:21][CH2:20][C:19]2[C:18]3[C:13](=[C:14]([NH:23][CH3:24])[CH:15]=[CH:16][CH:17]=3)[NH:12][C:11]=2[CH:10]=1)[C:2]1[CH:7]=[CH:6][CH:5]=[CH:4][CH:3]=1 |f:1.2.3.4.5.6,7.8.9.10.11.12.13.14.15.16.17.18.19|. Procedure: A solution of 1.37 gm (3.37 mMol) 7-benzyloxy-4-(t-butyloxycarbonyl)amino-10H-cyclohepta[7,6-b]indole in 15 mL tetrahydrofuran was added dropwise over 30 minutes to a suspension of 0.47 gm (12.4 mMol) lithium aluminum hydride in 30 mL tetrahydrofuran at 0OC. After the addition was complete, the reaction mixture was stirred for 30 minutes at room temperature and then for 4 hours at reflux. The reaction mixture was cooled to room temperature and then to it was added sodium sulfate decahydrate unti...